Dataset: the Open Reaction Database (ORD), a public repository of structured organic reaction records. Task: describe an organic reaction: reactants, conditions, products, and yield Reactants: [Br-], CC(C)C1(C)OC1(Cl)C(=O)OC(C)(C)C, [Li+], [Li+], [Li+], O=C([O-])[O-], O. The product is C=C(C(=O)C(=O)OC(C)(C)C)C(C)C. Reaction SMILES: [Br-:2].[Cl:3][C:4]1([C:5](=[O:6])[O:7][C:8]([CH3:9])([CH3:10])[CH3:11])[C:12]([CH3:13])([CH:14]([CH3:15])[CH3:16])[O:17]1.[Li+:19].[Li+:1].[Li+:20].[O-:21][C:22](=[O:23])[O-:24].[OH2:18]>>[C:4]([C:5](=[O:6])[O:7][C:8]([CH3:9])([CH3:10])[CH3:11])([C:12](=[CH2:13])[CH:14]([CH3:15])[CH3:16])=[O:17]. The product is C(C)OC([C@@H](CC(C)C)NC(C1=CC=C(C=C1)N1CCC(CC1)C=O)=O)=O ((2R)-2-{[4-(4-(Formyl)piperidin-1-yl)benzoyl]amino}4-methylpentanoic Acid Ethyl Ester). Reaction SMILES: [CH2:1]([O:3][C:4](=[O:30])[CH:5]([NH:10][C:11](=[O:29])[C:12]1[CH:17]=[CH:16][C:15]([N:18]2[CH2:23][CH2:22][CH:21]([CH:24](OC)[O:25]C)[CH2:20][CH2:19]2)=[CH:14][CH:13]=1)[CH2:6][CH:7]([CH3:9])[CH3:8])[CH3:2]>C(Cl)Cl.FC(F)(F)C(O)=O>[CH2:1]([O:3][C:4](=[O:30])[C@H:5]([NH:10][C:11](=[O:29])[C:12]1[CH:13]=[CH:14][C:15]([N:18]2[CH2:19][CH2:20][CH:21]([CH:24]=[O:25])[CH2:22][CH2:23]2)=[CH:16][CH:17]=1)[CH2:6][CH:7]([CH3:9])[CH3:8])[CH3:2]. Procedure details: A solution of (2S)-2-{{[4-(4-(dimethoxymethyl)piperidin-1-yl)benzoyl]-amino}-4-methylpentanoic acid ethyl ester (0.163 g, 0.4 mmol) in methylene chloride (3 mL) and trifluoroacetic acid (0.210 mL) was stirred at ambient temperature for 2 hours. The reaction mixture was diluted with methylene chloride and washed with saturated sodium bicarbonate, brine, and dried (Na2SO4). Removal of solvent in vacuo afforded the crude aldehyde which was used directly in the following step. Starting materials: C(C)OC(C(CC(C)C)NC(C1=CC=C(C=C1)N1CCC(CC1)C(OC)OC)=O)=O ({[4-(4-(dimethoxymethyl)piperidin-1-yl)benzoyl]-amino}-4-methylpentanoic acid ethyl ester). Run in C(Cl)Cl (methylene chloride), FC(C(=O)O)(F)F (trifluoroacetic acid), C(Cl)Cl (methylene chloride). Starting materials: CC=1C=C(C(=O)O)C=CC1[N+](=O)[O-] (3-Methyl-4-nitrobenzoic acid), IC (iodomethane), C([O-])(O)=O.[Na+] (sodium bicarbonate). Solvent: CC(=O)N(C)C (dimethylacetamide). Yields the product CC=1C=C(C(=O)OC)C=CC1[N+](=O)[O-] (methyl 3-methyl-4-nitrobenzoate). Reaction SMILES: [CH3:1][C:2]1[CH:3]=[C:4]([CH:8]=[CH:9][C:10]=1[N+:11]([O-:13])=[O:12])[C:5]([OH:7])=[O:6].IC.[C:16](=O)(O)[O-].[Na+]>CC(N(C)C)=O>[CH3:1][C:2]1[CH:3]=[C:4]([CH:8]=[CH:9][C:10]=1[N+:11]([O-:13])=[O:12])[C:5]([O:7][CH3:16])=[O:6] |f:2.3|. Procedure details: 3-Methyl-4-nitrobenzoic acid (67 g, 0.37 mole) is added to a mixture of dimethylacetamide (300 ml), iodomethane (85 g, 1.0 mole) and anhydrous sodium bicarbonate (84 g, 1.0 mole). The mixture is stirred and heated at reflux for two hours. The mixture is cooled, and filtered and the solids are washed with methanol before being discarded. The filtrate and washings are evaporated to a residue which crystallizes. Recrystallization from diethyl ether gives pure methyl 3-methyl-4-nitrobenzoate, 65.1 g... Reactants: NC=1C(=C(C=CC1)C=1N=C(SC1C1=NC(=NC=C1)Cl)C1CCN(CC1)C(=O)OC(C)(C)C)F (1,1-dimethylethyl 4-[4-(3-amino-2-fluorophenyl)-5-(2-chloro-4-pyrimidinyl)-1,3-thiazol-2-yl]-1-piperidinecarboxylate), O1C=C(C=C1)S(=O)(=O)Cl (3-furansulfonyl chloride). Solvent: N1=CC=CC=C1 (pyridine). Conditions: time 3 hour. Product: ClC1=NC=CC(=N1)C1=C(N=C(S1)C1CCN(CC1)C(=O)OC(C)(C)C)C1=C(C(=CC=C1)NS(=O)(=O)C1=COC=C1)F (1,1-dimethylethyl 4-(5-(2-chloro-4-pyrimidinyl)-4-{2-fluoro-3-[(3-furanylsulfonyl)amino]phenyl}-1,3-thiazol-2-yl)-1-piperidinecarboxylate). Reaction SMILES: [NH2:1][C:2]1[C:3]([F:33])=[C:4]([C:8]2[N:9]=[C:10]([CH:20]3[CH2:25][CH2:24][N:23]([C:26]([O:28][C:29]([CH3:32])([CH3:31])[CH3:30])=[O:27])[CH2:22][CH2:21]3)[S:11][C:12]=2[C:13]2[CH:18]=[CH:17][N:16]=[C:15]([Cl:19])[N:14]=2)[CH:5]=[CH:6][CH:7]=1.[O:34]1[CH:38]=[CH:37][C:36]([S:39](Cl)(=[O:41])=[O:40])=[CH:35]1>N1C=CC=CC=1>[Cl:19][C:15]1[N:14]=[C:13]([C:12]2[S:11][C:10]([CH:20]3[CH2:25][CH2:24][N:23]([C:26]([O:28][C:29]([CH3:30])([CH3:32])[CH3:31])=[O:27])[CH2:22][CH2:21]3)=[N:9][C:8]=2[C:4]2[CH:5]=[CH:6][CH:7]=[C:2]([NH:1][S:39]([C:36]3[CH:37]=[CH:38][O:34][CH:35]=3)(=[O:41])=[O:40])[C:3]=2[F:33])[CH:18]=[CH:17][N:16]=1. Procedure details: To a solution of 1,1-dimethylethyl 4-[4-(3-amino-2-fluorophenyl)-5-(2-chloro-4-pyrimidinyl)-1,3-thiazol-2-yl]-1-piperidinecarboxylate (300 mg, 0.612 mmol) in pyridine (3 mL) was added 3-furansulfonyl chloride (153 mg, 0.918 mmol, and the reaction mixture was stirred for 3 h. The reaction mixture was quenched with water (5 mL) and extracted with EtOAc (3×). The extract was dried, filtered and concentrated. The residue was purified using column chromatography (40 to 100% EtOAc/hexane) to give 310 ... The reactants are C(C)(=O)NC(C(=O)OCC)C(C1=CC=CC=C1)=O (ethyl 2-acetamido-3-oxo-3-phenylpropionate), S(O)(O)(=O)=O (sulfuric acid). Run in O (water). Conditions: time 10 hour. The product is S(=O)(=O)(O)O.C(C(=O)C1=CC=CC=C1)N (Phenacylamine sulfate). RXN SMILES: C([NH:4][CH:5]([C:11](=[O:18])[C:12]1[CH:17]=[CH:16][CH:15]=[CH:14][CH:13]=1)C(OCC)=O)(=O)C.[S:19](=[O:23])(=[O:22])([OH:21])[OH:20]>O>[S:19]([OH:23])([OH:22])(=[O:21])=[O:20].[CH2:5]([NH2:4])[C:11]([C:12]1[CH:17]=[CH:16][CH:15]=[CH:14][CH:13]=1)=[O:18] |f:3.4|. Procedure: 24.9 g of ethyl 2-acetamido-3-oxo-3-phenylpropionate, 7.2 g of sulfuric acid (96%) and 50 ml of water are refluxed, with stirring, for 10 hours. The reaction mixture is filtered and the filtrate is concentrated on a rotary evaporator. The crystalline residue is made into a paste with 50 ml of isopropanol, the crystals are isolated by suction filtration, washed with petroleum ether (50°-70° C.) and dried. Reactants: CC1=CC(=C(C(=O)O)C=C1)C(F)(F)F (4-Methyl-2-(trifluoromethyl)benzoic acid), C(C(=O)Cl)(=O)Cl (oxalyl chloride). Reagents/catalysts: CN(C)C=O (DMF). Run in ClCCl (dichloromethane). Run at time 3 hour. Product: CC1=CC(=C(C(=O)Cl)C=C1)C(F)(F)F (4-Methyl-2-(trifluoromethyl)benzoyl chloride). RXN SMILES: [CH3:1][C:2]1[CH:10]=[CH:9][C:5]([C:6](O)=[O:7])=[C:4]([C:11]([F:14])([F:13])[F:12])[CH:3]=1.C(Cl)(=O)C([Cl:18])=O>ClCCl.CN(C=O)C>[CH3:1][C:2]1[CH:10]=[CH:9][C:5]([C:6]([Cl:18])=[O:7])=[C:4]([C:11]([F:14])([F:13])[F:12])[CH:3]=1. Procedure: 4-Methyl-2-(trifluoromethyl)benzoic acid (1 g, 4.90 mmol, commercially available from e.g. Fluorochem or ABCR) in dichloromethane (DCM) (40 mL) was cooled to 0° C., before oxalyl chloride (0.472 mL, 5.39 mmol) and a few drops of DMF (cat.) were added. The solution was then stirred under argon for 3 hours. The solvent was then evaporated in vacuo and the remaining residue was azeotroped with toluene (2×20 mL) to yield the product in 1.051 g. The reactants are FC(C1=CC=C(C=C1)C=1C(=CC=CC1)C(=O)O)(F)F (4′-(Trifluoromethyl)[1,1′-biphenyl]-2-carboxylic acid), S(=O)(Cl)Cl (thionyl chloride), CN(C(C1=CC=CC=C1)=O)C (N,N-dimethylbenzamide). Solvent: C1(=CC=CC=C1)C (toluene). Reaction conditions: temperature 80 celsius. The product is FC(C1=CC=C(C=C1)C=1C(=CC=CC1)C(=O)Cl)(F)F (4′-(trifluoromethyl)[1,1′-biphenyl]-2-carbonyl chloride). As a reaction SMILES: [F:1][C:2]([F:19])([F:18])[C:3]1[CH:8]=[CH:7][C:6]([C:9]2[C:10]([C:15](O)=[O:16])=[CH:11][CH:12]=[CH:13][CH:14]=2)=[CH:5][CH:4]=1.S(Cl)([Cl:22])=O.CN(C)C(=O)C1C=CC=CC=1>C1(C)C=CC=CC=1>[F:1][C:2]([F:19])([F:18])[C:3]1[CH:8]=[CH:7][C:6]([C:9]2[C:10]([C:15]([Cl:22])=[O:16])=[CH:11][CH:12]=[CH:13][CH:14]=2)=[CH:5][CH:4]=1. Reported procedure: Alternative A. 4′-(Trifluoromethyl)[1,1′-biphenyl]-2-carboxylic acid (133 g), commercially available, thionyl chloride (89 g) and a catalytic amount of N,N-dimethylbenzamide (2.3 g) were combined in toluene (665 mL) at 55-60° C. over 2 hours, and the mixture heated at 80° C. for 1 hour. The excess reagent was removed by atmospheric co-distillation with toluene (600 ml distillate removed), providing a solution of 4′-(trifluoromethyl)[1,1′-biphenyl]-2-carbonyl chloride, which was combined with eth...